Dataset: the Open Reaction Database (ORD), a public repository of structured organic reaction records. Task: describe an organic reaction: reactants, conditions, products, and yield Product: C(C)(=O)OCCCCCCCCC\C=C\C=C\C ((E,E)-10,12-tetradecadien-1-ol Acetate). Solvent: N1=CC=CC=C1 (pyridine). Reactants: C(CCCCCCCCC=CC=CC)O (10,12-Tetradecadienol), C(C)(=O)OC(C)=O (acetic anhydride), CCCCCC (hexane). Procedure details: The 2.4 g of tetradecadienol was dissolved in 55 ml of pentane containing 30 μl of thiophenol in a 100-ml round bottom flask. The flask was heated with a water bath, and the pentane was distilled off. Then a reflux condenser was connected to the flask, and the mixture was heated at 100° C. for 2 hours. The residue was dissolved in 600 ml of heptane which was removed by a rotary evaporator. The thiophenol was removed simultaneously. The yield of isomerized tetradecadienol was 2.01 g (84%). The is... RXN SMILES: [CH2:1]([OH:15])[CH2:2][CH2:3][CH2:4][CH2:5][CH2:6][CH2:7][CH2:8][CH2:9][CH:10]=[CH:11][CH:12]=[CH:13][CH3:14].CCCCCC.[C:22](OC(=O)C)(=[O:24])[CH3:23]>N1C=CC=CC=1>[C:22]([O:15][CH2:1][CH2:2][CH2:3][CH2:4][CH2:5][CH2:6][CH2:7][CH2:8][CH2:9]/[CH:10]=[CH:11]/[CH:12]=[CH:13]/[CH3:14])(=[O:24])[CH3:23].